describe an organic reaction: reactants, conditions, products, and yield From a dataset of the Open Reaction Database (ORD), a public repository of structured organic reaction records. The reactants are [H][H] (hydrogen), C(C)(C)(C)OC(=O)N1C[C@@H]2N(C(C3=C(C=C(C=C23)CC=C)C(F)(F)F)=O)CC1 (N-(t-butoxycarbonyl)-(R)-1,3,4,10b-tetrahydro-9-(2-propenyl)-7-trifluoromethyl-pyrazino[2,1-a]isoindol-6(2H)-one). The reagents and catalysts are [Pd] (palladium on carbon). Run in CO (methanol). Product: C(C)(C)(C)OC(=O)N1C[C@@H]2N(C(C3=C(C=C(C=C23)CCC)C(F)(F)F)=O)CC1 (N-(t-butoxycarbonyl)-(R)-1,3,4,10b-tetrahydro-9-propyl-7-trifluoromethyl-pyrazino[2,1-a]isoindol-6(2H)-one), residue. Yield: 91.0%. Reaction SMILES: [C:1]([O:5][C:6]([N:8]1[CH2:28][CH2:27][N:11]2[C:12](=[O:26])[C:13]3[C:18]([C@@H:10]2[CH2:9]1)=[CH:17][C:16]([CH2:19][CH:20]=[CH2:21])=[CH:15][C:14]=3[C:22]([F:25])([F:24])[F:23])=[O:7])([CH3:4])([CH3:3])[CH3:2].[H][H]>[Pd].CO>[C:1]([O:5][C:6]([N:8]1[CH2:28][CH2:27][N:11]2[C:12](=[O:26])[C:13]3[C:18]([C@@H:10]2[CH2:9]1)=[CH:17][C:16]([CH2:19][CH2:20][CH3:21])=[CH:15][C:14]=3[C:22]([F:24])([F:25])[F:23])=[O:7])([CH3:2])([CH3:3])[CH3:4]. Procedure: A mixture of N-(t-butoxycarbonyl)-(R)-1,3,4,10b-tetrahydro-9-(2-propenyl)-7-trifluoromethyl-pyrazino[2,1-a]isoindol-6(2H)-one (27 mg, 0.07 mmol) and palladium on carbon (10 mg, 10 wt %; Aldrich) in methanol (1 mL) was subjected to 1 atmosphere of hydrogen for 50 min. The reaction was then filtered, concentrated, and the resulting residue was purified by radial chromatography (30% ethyl acetate in hexanes) to give the desired product as a clear residue (25 mg, 91%).